From a dataset of the Open Reaction Database (ORD), a public repository of structured organic reaction records. describe an organic reaction: reactants, conditions, products, and yield Reactants: ClC1=NC(=CC(=N1)N1[C@H](COCC1)C)CS(=O)(=O)C1=CC=CC=C1 ((3S)-4-{2-Chloro-6-[(phenylsulfonyl)methyl]pyrimidin-4-yl}-3-methylmorpholine), CC1(OB(OC1(C)C)C1=CC=C(C=C1)NC(OC(C)(C)C)=O)C (Tert-butyl [4-(4,4,5,5-tetramethyl-1,3,2-dioxaborolan-2-yl)phenyl]carbamate), C([O-])([O-])=O.[Na+].[Na+] (sodium carbonate), O (water). The reagents and catalysts are dichlorobis(triphenylphosphine) palladium. Solvent: CN(C)C=O (DMF), C(OC)COC (dimethoxyethane), C(C)O (ethanol). Run at temperature 90 celsius. The product is C[C@@H]1N(CCOC1)C1=NC(=NC(=C1)CS(=O)(=O)C1=CC=CC=C1)C1=CC=C(C=C1)NC(OC(C)(C)C)=O (Tert-butyl (4-{4-[(3S)-3-methylmorpholin-4-yl]-6-[(phenylsulfonyl)methyl]pyrimidin-2-yl}phenyl)carbamate). Isolated yield 67.9%. RXN SMILES: Cl[C:2]1[N:7]=[C:6]([N:8]2[CH2:13][CH2:12][O:11][CH2:10][C@@H:9]2[CH3:14])[CH:5]=[C:4]([CH2:15][S:16]([C:19]2[CH:24]=[CH:23][CH:22]=[CH:21][CH:20]=2)(=[O:18])=[O:17])[N:3]=1.O.CC1(C)C(C)(C)OB([C:34]2[CH:39]=[CH:38][C:37]([NH:40][C:41](=[O:47])[O:42][C:43]([CH3:46])([CH3:45])[CH3:44])=[CH:36][CH:35]=2)O1.C(=O)([O-])[O-].[Na+].[Na+]>CN(C=O)C.C(COC)OC.C(O)C>[CH3:14][C@H:9]1[CH2:10][O:11][CH2:12][CH2:13][N:8]1[C:6]1[CH:5]=[C:4]([CH2:15][S:16]([C:19]2[CH:24]=[CH:23][CH:22]=[CH:21][CH:20]=2)(=[O:18])=[O:17])[N:3]=[C:2]([C:34]2[CH:35]=[CH:36][C:37]([NH:40][C:41](=[O:47])[O:42][C:43]([CH3:45])([CH3:44])[CH3:46])=[CH:38][CH:39]=2)[N:7]=1 |f:3.4.5|. Procedure details: (3S)-4-{2-Chloro-6-[(phenylsulfonyl)methyl]pyrimidin-4-yl}-3-methylmorpholine (3.2 g, 8.70 mmol) was dissolved in a solution of 18% DMF in a mixture of 7:3:2 dimethoxyethane:water:ethanol (36 mL). Tert-butyl [4-(4,4,5,5-tetramethyl-1,3,2-dioxaborolan-2-yl)phenyl]carbamate (4.16 g, 13.05 mmol), 2M sodium carbonate solution (8 mL) and dichlorobis(triphenylphosphine) palladium catalyst (306 mg, 0.43 mmol) were then added and the reaction refluxed at 90° C. for 2 hours under a nitrogen atmosphere. T...